This data is from the Open Reaction Database (ORD), a public repository of structured organic reaction records. The task is: describe an organic reaction: reactants, conditions, products, and yield The reactants are C1(CC1)CNN1C(C(=C(C2=CC=CC=C12)O)C1=NS(C2=C(N1)C=CC(=C2[N+](=O)[O-])O)(=O)=O)=O (1-[(cyclopropylmethyl)amino]-4-hydroxy-3-(7-hydroxy-8-nitro-1,1-dioxido-4H-1,2,4-benzothiadiazin-3-yl)quinolin-2(1H)-one), [Cl-].[NH4+] (ammonium chloride). Reagents/catalysts: [Fe] (iron). Solvent: CO.O1CCCC1.O (methanol tetrahydrofuran water). Conditions: temperature 60 celsius. Yields the product NC1=C(C=CC=2NC(=NS(C21)(=O)=O)C=2C(N(C1=CC=CC=C1C2O)NCC2CC2)=O)O (3-(8-amino-7-hydroxy-1,1-dioxido-4H-1,2,4-benzothiadiazin-3-yl)-1-[(cyclopropylmethyl)amino]-4-hydroxyquinolin-2(1H)-one). Isolated yield 53.9%. As a reaction SMILES: [CH:1]1([CH2:4][NH:5][N:6]2[C:15]3[C:10](=[CH:11][CH:12]=[CH:13][CH:14]=3)[C:9]([OH:16])=[C:8]([C:17]3[NH:22][C:21]4[CH:23]=[CH:24][C:25]([OH:30])=[C:26]([N+:27]([O-])=O)[C:20]=4[S:19](=[O:32])(=[O:31])[N:18]=3)[C:7]2=[O:33])[CH2:3][CH2:2]1.[Cl-].[NH4+]>CO.O1CCCC1.O.[Fe]>[NH2:27][C:26]1[C:20]2[S:19](=[O:31])(=[O:32])[N:18]=[C:17]([C:8]3[C:7](=[O:33])[N:6]([NH:5][CH2:4][CH:1]4[CH2:2][CH2:3]4)[C:15]4[C:10]([C:9]=3[OH:16])=[CH:11][CH:12]=[CH:13][CH:14]=4)[NH:22][C:21]=2[CH:23]=[CH:24][C:25]=1[OH:30] |f:1.2,3.4.5|. Reported procedure: A mixture of the product of Example 381 (10 mg, 0.021 mmol), iron powder (5.9 mg, 0.105 mmol), and ammonium chloride (1.3 mg, 0.024 mmol) in methanol:tetrahydrofuran:water (2:2:1, 2 mL) was heated at 60° C. for 1 hour. The solution filtered through Celite® and washed with tetrahydrofuran. The solution was evaporated under reduced pressure and the residue was triturated with ethyl acetate, filtered and washed with water and dried to give title compound (5 mg, 53%). 1H NMR (300 MHz, DMSO-d6) δ 0.1... The reactants are CCO, CCOC(=O)CNC(=O)c1ccc(NCCCCCCCCCCCC#Cc2ccc(Cl)cc2)cc1, [Na+], [OH-]. The product is O=C(O)CNC(=O)c1ccc(NCCCCCCCCCCCC#Cc2ccc(Cl)cc2)cc1. Reaction SMILES: [CH3:39][CH2:40][OH:41].[Cl:1][c:2]1[cH:3][cH:4][c:5]([C:8]#[C:9][CH2:10][CH2:11][CH2:12][CH2:13][CH2:14][CH2:15][CH2:16][CH2:17][CH2:18][CH2:19][CH2:20][NH:21][c:22]2[cH:23][cH:24][c:25]([C:26](=[O:27])[NH:28][CH2:29][C:30](=[O:31])[O:32][CH2:33][CH3:34])[cH:35][cH:36]2)[cH:6][cH:7]1.[Na+:38].[OH-:37]>>[Cl:1][c:2]1[cH:3][cH:4][c:5]([C:8]#[C:9][CH2:10][CH2:11][CH2:12][CH2:13][CH2:14][CH2:15][CH2:16][CH2:17][CH2:18][CH2:19][CH2:20][NH:21][c:22]2[cH:23][cH:24][c:25]([C:26](=[O:27])[NH:28][CH2:29][C:30](=[O:31])[OH:32])[cH:35][cH:36]2)[cH:6][cH:7]1. Reactants: Cc1ccc(cc1C=O)[Br], CC1=CN=C(C=C1)N, [C-]#[N+]C1CCCCC1. Reagents/catalysts: O=C(O)C(F)(F)F (trifluoroacetic acid). Solvent: CC(C)O (isopropyl alcohol), CC(C)O (isopropylalcohol). Conditions: temperature 22 celsius, time 20 hour. Yields the product Cc1ccc2nc(c3cc(ccc3C)[Br])c(NC3CCCCC3)n2c1. Yield: 35.3%. Reaction SMILES: CC1=CC=C(N)N=C1.[C-]#[N+]C1CCCCC1.CC1=CC=C(Br)C=C1C=O>>CC1=CN2C(C=C1)=NC(=C2NC1CCCCC1)C1=C(C)C=CC(Br)=C1. RXN SMILES: Cl[C:2]1[C:3]2[C:10]([C:11]3[CH:16]=[CH:15][C:14]([NH:17][S:18]([C:21]4[CH:26]=[CH:25][CH:24]=[CH:23][CH:22]=4)(=[O:20])=[O:19])=[CH:13][CH:12]=3)=[CH:9][N:8]([CH:27]([CH3:29])[CH3:28])[C:4]=2[N:5]=[CH:6][N:7]=1.[NH3:30]>O1CCOCC1>[NH2:30][C:2]1[C:3]2[C:10]([C:11]3[CH:16]=[CH:15][C:14]([NH:17][S:18]([C:21]4[CH:26]=[CH:25][CH:24]=[CH:23][CH:22]=4)(=[O:20])=[O:19])=[CH:13][CH:12]=3)=[CH:9][N:8]([CH:27]([CH3:29])[CH3:28])[C:4]=2[N:5]=[CH:6][N:7]=1. Reported procedure: A mixture of N-[4-(4-chloro-7-isopropylpyrrolo[2,3-d]pyrimidin-5-yl)phenyl]-benzenesulphonamide (0.34 g), concentrated ammonia (30 ml, SG 0.880) and 1,4-dioxane (30 ml) was heated with stirring at 120° C. in a pressure vessel for 16 hours. The mixture was allowed to cool to ambient temperature and the solvent was removed under reduced pressure to give a residue which was partitioned between water (40 ml) and ethyl acetate (40 ml). The organic layer was separated and the aqueous layer was further... The reactants are ClC=1C2=C(N=CN1)N(C=C2C2=CC=C(C=C2)NS(=O)(=O)C2=CC=CC=C2)C(C)C (N-[4-(4-chloro-7-isopropylpyrrolo[2,3-d]pyrimidin-5-yl)phenyl]-benzenesulphonamide), N (ammonia). The product is NC=1C2=C(N=CN1)N(C=C2C2=CC=C(C=C2)NS(=O)(=O)C2=CC=CC=C2)C(C)C (N-[4-(4-amino-7-isopropyl-7H-pyrrolo[2,3-d]pyrimidin-5-yl)phenyl]benzenesulphonamide). Run in O1CCOCC1 (1,4-dioxane). Run at temperature 120 celsius, time 16 hour. The reactants are N1C=C(C(=C1)C(=O)OCC)C(=O)OCC (diethyl pyrrole-3,4-dicarboxylate), [H-].[Na+] (NaH), C1CCOC1 (THF), BrCCCN1C(C=2C(C1=O)=CC=CC2)=O (N-(3-bromopropyl)phthalimide). Reaction conditions: temperature 30 celsius. The product is C(C)OC(=O)C1=C(N(C=C1C(=O)OCC)CCC)N1C(C=2C(C1=O)=CC=CC2)=O (1-N-Propylphthalimido-1H-pyrrole-3,4-dicarboxylate diethyl ester). Yield: 92.0%. As a reaction SMILES: [NH:1]1[CH:5]=[C:4]([C:6]([O:8][CH2:9][CH3:10])=[O:7])[C:3]([C:11]([O:13][CH2:14][CH3:15])=[O:12])=[CH:2]1.[H-].[Na+].BrCCC[N:22]1[C:26](=[O:27])[C:25]2=[CH:28][CH:29]=[CH:30][CH:31]=[C:24]2[C:23]1=[O:32].[CH2:33]1[CH2:37]OC[CH2:34]1>>[CH2:14]([O:13][C:11]([C:3]1[C:4]([C:6]([O:8][CH2:9][CH3:10])=[O:7])=[CH:5][N:1]([CH2:34][CH2:33][CH3:37])[C:2]=1[N:22]1[C:26](=[O:27])[C:25]2=[CH:28][CH:29]=[CH:30][CH:31]=[C:24]2[C:23]1=[O:32])=[O:12])[CH3:15] |f:1.2|. Procedure details: A solution of diethyl pyrrole-3,4-dicarboxylate (39 g, 0.185 mol) in THF (1600 mL) was treated with NaH (60%, 7.6 g, 0.19 mol). The reaction mixture was heated to reflux for 1 hour. The reaction was then cooled to 30° C. and N-(3-bromopropyl)phthalimide (52 g, 0.19 mol) was added. The reaction mixture was heated to reflux for 1 hour, cooled, filtered, and concentrated in vacuo. The resultant gum was partitioned between ETOAC/H2O and extracted with EtOAC (2×300 mL). The organic layer was dried (M... The reactants are COC1=CC=C(C=C1)CC(C)N(CC)C(=O)C1CCN(CC1)C(=O)OCC1=CC=CC=C1 (N-[2-(4-methoxyphenyl)-1-methylethyl]-N-ethyl-[1-(benzyloxycarbonyl)piperidin-4-ylcarbonyl]amine). The reagents and catalysts are [Pd] (palladium on carbon). Solvent: C(C)O (ethanol). Run at time 2.5 hour. The product is COC1=CC=C(C=C1)CC(C)N(CC)C(=O)C1CCNCC1 (N-[2-(4-methoxyphenyl)-1-methylethyl]-N-ethyl-(piperidin-4-ylcarbonyl)amine). The yield is 83.5%. RXN SMILES: [CH3:1][O:2][C:3]1[CH:8]=[CH:7][C:6]([CH2:9][CH:10]([N:12]([C:15]([CH:17]2[CH2:22][CH2:21][N:20](C(OCC3C=CC=CC=3)=O)[CH2:19][CH2:18]2)=[O:16])[CH2:13][CH3:14])[CH3:11])=[CH:5][CH:4]=1>[Pd].C(O)C>[CH3:1][O:2][C:3]1[CH:4]=[CH:5][C:6]([CH2:9][CH:10]([N:12]([C:15]([CH:17]2[CH2:22][CH2:21][NH:20][CH2:19][CH2:18]2)=[O:16])[CH2:13][CH3:14])[CH3:11])=[CH:7][CH:8]=1. Reported procedure: A mixture of N-[2-(4-methoxyphenyl)-1-methylethyl]-N-ethyl-[1-(benzyloxycarbonyl)piperidin-4-ylcarbonyl]amine (3.5 grams, 8.3 mmole) and 10% palladium on carbon (0.7 grams) in ethanol (40 ml) was hydrogenated at 22° C. and 50 p.s.i. for 2.5 hours. The catalyst was removed by filtration and the filtrate was concentrated under reduced pressure to leave N-[2-(4-methoxyphenyl)-1-methylethyl]-N-ethyl-(piperidin-4-ylcarbonyl)amine as a syrup (2.11 grams, 84%), M+H 305. Reactants: FC1=C(C=CC=C1)C(C)=O (1-(2-Fluorophenyl)ethanone), Cl (HCl), CNC (dimethylamine), C=O (paraformaldehyde). The solvent is C(C)O (ethanol). The product is CN(CCC(=O)C1=C(C=CC=C1)F)C (3-(dimethylamino)-1-(2-fluorophenyl)propan-1-one). Isolated yield 86.2%. RXN SMILES: [F:1][C:2]1[CH:7]=[CH:6][CH:5]=[CH:4][C:3]=1[C:8](=[O:10])[CH3:9].[CH3:11][NH:12][CH3:13].[CH2:14]=O.Cl>C(O)C>[CH3:11][N:12]([CH3:14])[CH2:13][CH2:9][C:8]([C:3]1[CH:4]=[CH:5][CH:6]=[CH:7][C:2]=1[F:1])=[O:10]. Procedure: 1-(2-Fluorophenyl)ethanone (170 g, 1.23 mol), dimethylamine (137 g, 1.72 mol), and paraformaldehyde (55 g, 1.85 mol) were suspended in ethanol (500 mL), then concentrated HCl (3 mL) was added, and the mixture was heated to reflux overnight. The solvent was removed under vacuum. The residue was washed with EtOAc for 3 times to give 3-(dimethylamino)-1-(2-fluorophenyl)propan-1-one (207 g, 88%), which was used for the next step without purification. 1H NMR (CDCl3): δ=2.69 (s, 6H), 2.52 (m, 4H), 7.3... The reactants are C[SiH](C)OC(c1cc(Br)cc(C(O[SiH](C)C)C(C)(C)C)c1)C(C)(C)C, C1CCOC1, [Li]CCCC, CC(C)=O, CCCCCC, [Cl-], [NH4+]. Product: C[SiH](C)OC(c1cc(C(O[SiH](C)C)C(C)(C)C)cc(C(C)(C)O)c1)C(C)(C)C. As a reaction SMILES: [Br:6][c:7]1[cH:8][c:9]([CH:22]([O:23][SiH:24]([CH3:25])[CH3:26])[C:27]([CH3:28])([CH3:29])[CH3:30])[cH:10][c:11]([CH:13]([O:14][SiH:15]([CH3:16])[CH3:17])[C:18]([CH3:19])([CH3:20])[CH3:21])[cH:12]1.[CH2:43]1[O:44][CH2:45][CH2:46][CH2:47]1.[CH3:1][CH2:2][CH2:3][CH2:4][Li:5].[CH3:31][C:32]([CH3:33])=[O:34].[CH3:37][CH2:38][CH2:39][CH2:40][CH2:41][CH3:42].[Cl-:35].[NH4+:36]>>[c:7]1([C:32]([CH3:31])([CH3:33])[OH:34])[cH:8][c:9]([CH:22]([O:23][SiH:24]([CH3:25])[CH3:26])[C:27]([CH3:28])([CH3:29])[CH3:30])[cH:10][c:11]([CH:13]([O:14][SiH:15]([CH3:16])[CH3:17])[C:18]([CH3:19])([CH3:20])[CH3:21])[cH:12]1. Starting materials: CN(CCCO[Si](C)(C)C(C)(C)C)c1nc(Cl)c(C#N)cc1F, CCO, Cl, O. Yields the product CN(CCCO)c1nc(Cl)c(C#N)cc1F. Reaction SMILES: [C:1]([Si:2]([CH3:3])([CH3:4])[O:6][CH2:7][CH2:8][CH2:9][N:10]([c:11]1[n:12][c:13]([Cl:20])[c:14]([C:15]#[N:16])[cH:17][c:18]1[F:19])[CH3:21])([CH3:5])([CH3:22])[CH3:23].[CH3:24][CH2:25][OH:26].[ClH:27].[OH2:28]>>[OH:6][CH2:7][CH2:8][CH2:9][N:10]([c:11]1[n:12][c:13]([Cl:20])[c:14]([C:15]#[N:16])[cH:17][c:18]1[F:19])[CH3:21].